From a dataset of the Open Reaction Database (ORD), a public repository of structured organic reaction records. describe an organic reaction: reactants, conditions, products, and yield Starting materials: [OH-].[Li+] (lithium hydroxide), [OH-].[Li+] (lithium hydroxide), C(C)(=O)OCC(=O)N[C@@H]1[C@H]([C@]([C@@H]2[C@H]([C@H]12)C(=O)OCC)(C(=O)OCC)NC(=O)OC(C)(C)C)OCC1=CC(=C(C=C1)Cl)Cl (diethyl (1S,2R,3R,4S,5R,6S)-4-[(2-acetoxyacetyl)amino]-2-(tert-butoxycarbonylamino)-3-[(3,4-dichlorophenyl)methoxy]bicyclo[3.1.0]hexane-2,6-dicarboxylate), Cl (HCl), Cl (HCl). Run in O1CCCC1 (tetrahydrofuran), O1CCCC1 (tetrahydrofuran). Reaction conditions: temperature 50 celsius, time 8 hour. The product is C(C)(C)(C)OC(=O)N[C@@]1([C@@H]2[C@H]([C@@H]2[C@@H]([C@H]1OCC1=CC(=C(C=C1)Cl)Cl)NC(CO)=O)C(=O)O)C(=O)O ((1S,2R,3R,4S,5R,6S)-2-(tert-butoxycarbonylamino)-3-[(3,4-dichlorophenyl)methoxy]-4-[(2-hydroxyacetyl)amino]bicyclo[3.1.0]hexane-2,6-dicarboxylic acid). Yield: 50.7%. RXN SMILES: [OH-].[Li+].C([O:6][CH2:7][C:8]([NH:10][C@H:11]1[C@@H:16]2[C@@H:14]([C@H:15]2[C:17]([O:19]CC)=[O:18])[C@:13]([NH:27][C:28]([O:30][C:31]([CH3:34])([CH3:33])[CH3:32])=[O:29])([C:22]([O:24]CC)=[O:23])[C@@H:12]1[O:35][CH2:36][C:37]1[CH:42]=[CH:41][C:40]([Cl:43])=[C:39]([Cl:44])[CH:38]=1)=[O:9])(=O)C.Cl>O1CCCC1>[C:31]([O:30][C:28]([NH:27][C@@:13]1([C:22]([OH:24])=[O:23])[C@H:12]([O:35][CH2:36][C:37]2[CH:42]=[CH:41][C:40]([Cl:43])=[C:39]([Cl:44])[CH:38]=2)[C@@H:11]([NH:10][C:8](=[O:9])[CH2:7][OH:6])[C@@H:16]2[C@H:14]1[C@H:15]2[C:17]([OH:19])=[O:18])=[O:29])([CH3:34])([CH3:32])[CH3:33] |f:0.1|. Procedure: Add 1M aqueous lithium hydroxide (4.0 mL, 4.0 mmol) to a solution of diethyl (1S,2R,3R,4S,5R,6S)-4-[(2-acetoxyacetyl)amino]-2-(tert-butoxycarbonylamino)-3-[(3,4-dichlorophenyl)methoxy]bicyclo[3.1.0]hexane-2,6-dicarboxylate (0.42 g, 0.67 mmol) in tetrahydrofuran (7.0 mL) at room temperature and stir overnight. Acidify the reaction to approximately pH 1 with 5N aqueous HCl. Extract with ethyl acetate (3×25 mL). Dry the combined organic layers, filter, and conc. under reduced pressure. HPLC analysi...